Dataset: the Open Reaction Database (ORD), a public repository of structured organic reaction records. Task: describe an organic reaction: reactants, conditions, products, and yield The reactants are S(=O)=O (Sulfur dioxide), acetone ice sodium chloride, [Cl-].[Li+] (lithium chloride), COC(C1=CC(=C(C=C1)N=N)OCC1=CC=CC=C1)=O (3-benzyloxy-4-diazenyl-benzoic acid methyl ester), N(=O)OC(C)(C)C (tert-butyl nitrite), COC(C1=CC(=C(C=C1)N)OCC1=CC=CC=C1)=O (4-amino-3-benzyloxy-benzoic acid methyl ester), B(F)(F)F.CCOCC (boron trifluoride diethyl etherate). Reagents/catalysts: [Cu]Cl (copper (I) chloride). The solvent is C(C)(=O)OCC (ethyl acetate), C(C)(=O)O (acetic acid), O1CCOCC1 (dioxane), C(Cl)Cl (methylene chloride), C(Cl)Cl (methylene chloride). Reaction conditions: temperature -10 celsius, time 30 minute. Yields the product COC(C1=CC(=C(C=C1)S(=O)(=O)Cl)OCC1=CC=CC=C1)=O (3-benzyloxy-4-chlorosulfonyl-benzoic acid methyl ester). As a reaction SMILES: [CH3:1][O:2][C:3](=[O:19])[C:4]1[CH:9]=[CH:8][C:7](N)=[C:6]([O:11][CH2:12][C:13]2[CH:18]=[CH:17][CH:16]=[CH:15][CH:14]=2)[CH:5]=1.B(F)(F)F.CCOCC.N(OC(C)(C)C)=O.[Cl-:36].[Li+].[S:38](=[O:40])=[O:39].COC(=O)C1C=CC(N=N)=C(OCC2C=CC=CC=2)C=1>[Cu]Cl.C(OCC)(=O)C.C(O)(=O)C.O1CCOCC1.C(Cl)Cl>[CH3:1][O:2][C:3](=[O:19])[C:4]1[CH:9]=[CH:8][C:7]([S:38]([Cl:36])(=[O:40])=[O:39])=[C:6]([O:11][CH2:12][C:13]2[CH:18]=[CH:17][CH:16]=[CH:15][CH:14]=2)[CH:5]=1 |f:1.2,4.5|. Reported procedure: REFERENCE: J. Org. Chem, 1979, 44, 1572-1574. To a −10° C. (acetone/ice/sodium chloride) methylene chloride solution of 4-amino-3-benzyloxy-benzoic acid methyl ester (8.7 g, 33.8 mmol) was added boron trifluoride diethyl etherate (12.4 mL, 101.5 mmol) dropwise. A methylene chloride solution (5.2 mL) of tert-butyl nitrite (4.8 mL, 40.5 mmol) was then slowly added dropwise. The reaction was allowed to stir at −10° C. for approximately 30 min. At this point a small aliquot (2 mL) was removed and co... Reactants: NC=1C=2N(C=C(C1)F)C(=C(N2)C)C (8-amino-2,3-dimethyl-6-fluoroimidazo[1,2-a]pyridine), CC1=C(C=O)C(=CC=C1)C (2,6-dimethylbenzaldehyd), [OH-].[Na+] (NaOH), C(#N)[BH3-].[Na+] (sodium cyanoborohydride). Reagents/catalysts: [Cl-].[Zn+2].[Cl-] (zinc(II) chloride). Run in CO (methanol). The product is CC=1N=C2N(C=C(C=C2NCC2=C(C=CC=C2C)C)F)C1C (2,3-dimethyl-8-(2,6-dimethylbenzylamino)-6-fluoroimidazo[1,2-a]pyridine). Yield: 37.8%. Reaction SMILES: [NH2:1][C:2]1[C:3]2[N:4]([C:9]([CH3:13])=[C:10]([CH3:12])[N:11]=2)[CH:5]=[C:6]([F:8])[CH:7]=1.[CH3:14][C:15]1[CH:22]=[CH:21][CH:20]=[C:19]([CH3:23])[C:16]=1[CH:17]=O.C([BH3-])#N.[Na+].[OH-].[Na+]>CO.[Cl-].[Zn+2].[Cl-]>[CH3:12][C:10]1[N:11]=[C:3]2[C:2]([NH:1][CH2:17][C:16]3[C:19]([CH3:23])=[CH:20][CH:21]=[CH:22][C:15]=3[CH3:14])=[CH:7][C:6]([F:8])=[CH:5][N:4]2[C:9]=1[CH3:13] |f:2.3,4.5,7.8.9|. Procedure: A stirred mixture of 8-amino-2,3-dimethyl-6-fluoroimidazo[1,2-a]pyridine (0.16 g, 0.89 mmol), zinc(II) chloride (0.14 g, 1.04 mmol) and 2,6-dimethylbenzaldehyd (0.14 g, 1.04 mmol) in methanol (50 ml) was treated with sodium cyanoborohydride (0.065 g, 1.04 mmol) and was refluxed for 7 h. The cooled reaction mixture was added to 0.5 M NaOH (20 ml) and the precipitated solids were filtered off and purified by column chromatography on silica gel, using methanol:methylene chloride (1:10) as eluent. C... Reactants: C1COCCO1, CCOC(C)=O, Cl, CC1Cc2ccc(C3CCN(C(=O)OC(C)(C)C)CC3)cc2CN1c1cc(N2CCN(C)CC2)nc(N)n1. Yields the product Cl, CC1Cc2ccc(C3CCNCC3)cc2CN1c1cc(N2CCN(C)CC2)nc(N)n1. As a reaction SMILES: [CH2:40]1[O:41][CH2:42][CH2:43][O:44][CH2:45]1.[CH3:46][CH2:47][O:48][C:49](=[O:50])[CH3:51].[ClH:39].[NH2:1][c:2]1[n:3][c:4]([N:32]2[CH2:33][CH2:34][N:35]([CH3:38])[CH2:36][CH2:37]2)[cH:5][c:6]([N:8]2[CH2:9][c:10]3[cH:11][c:12]([CH:19]4[CH2:20][CH2:21][N:22]([C:25]([O:26][C:27]([CH3:28])([CH3:29])[CH3:30])=[O:31])[CH2:23][CH2:24]4)[cH:13][cH:14][c:15]3[CH2:16][CH:17]2[CH3:18])[n:7]1>>[ClH:39].[NH2:1][c:2]1[n:3][c:4]([N:32]2[CH2:33][CH2:34][N:35]([CH3:38])[CH2:36][CH2:37]2)[cH:5][c:6]([N:8]2[CH2:9][c:10]3[cH:11][c:12]([CH:19]4[CH2:20][CH2:21][NH:22][CH2:23][CH2:24]4)[cH:13][cH:14][c:15]3[CH2:16][CH:17]2[CH3:18])[n:7]1. Reactants: ClCc1ccc(OCc2ccccc2)cc1, CCCCC(C(=O)OCC)C(=O)OCC, [H-], [Na+]. Product: CCCCC(Cc1ccc(OCc2ccccc2)cc1)(C(=O)OCC)C(=O)OCC. Reaction SMILES: [CH2:16]([c:17]1[cH:18][cH:19][cH:20][cH:21][cH:22]1)[O:23][c:24]1[cH:25][cH:26][c:27]([CH2:28][Cl:29])[cH:30][cH:31]1.[CH2:1]([CH2:2][CH2:3][CH3:4])[CH:5]([C:6](=[O:7])[O:8][CH2:9][CH3:10])[C:11](=[O:12])[O:13][CH2:14][CH3:15].[H-:32].[Na+:33]>>[CH2:1]([CH2:2][CH2:3][CH3:4])[C:5]([C:6](=[O:7])[O:8][CH2:9][CH3:10])([C:11](=[O:12])[O:13][CH2:14][CH3:15])[CH2:28][c:27]1[cH:26][cH:25][c:24]([O:23][CH2:16][c:17]2[cH:18][cH:19][cH:20][cH:21][cH:22]2)[cH:31][cH:30]1. Reactants: solution, C(CCC)[Li] (n-butyllithium), CCCCCC (hexane), [Br-].C(CCCCCCCCCCCC)[P+](C1=CC=CC=C1)(C1=CC=CC=C1)C1=CC=CC=C1 (Tridecyltriphenyl phosphonium bromide), O1C(CCCC1)OC1OCCCC1 (tetrahydropyranyl ether). Run in CCOCC (ether), O1CCCC1 (tetrahydrofuran), O1CCCC1 (tetrahydrofuran). Conditions: temperature 0 celsius. Product: O1C(CCCC1)OCC=CC=CCCCCCCCCCCCC (Heptadec-2,4-dien-1-ol tetrahydropyranyl ether). Reaction SMILES: [Br-].[CH2:2]([P+](C1C=CC=CC=1)(C1C=CC=CC=1)C1C=CC=CC=1)[CH2:3][CH2:4][CH2:5][CH2:6][CH2:7][CH2:8][CH2:9][CH2:10][CH2:11][CH2:12][CH2:13][CH3:14].C([Li])CCC.CCCCCC.[O:45]1[CH2:50][CH2:49][CH2:48][CH2:47][CH:46]1[O:51][CH:52]1[CH2:57][CH2:56][CH2:55]CO1>O1CCCC1.CCOCC>[O:45]1[CH2:50][CH2:49][CH2:48][CH2:47][CH:46]1[O:51][CH2:52][CH:57]=[CH:56][CH:55]=[CH:2][CH2:3][CH2:4][CH2:5][CH2:6][CH2:7][CH2:8][CH2:9][CH2:10][CH2:11][CH2:12][CH2:13][CH3:14] |f:0.1|. Reported procedure: Tridecyltriphenyl phosphonium bromide (0.3 mole) was dissolved in 900 ml of tetrahydrofuran and cooled to 0° C. in an ice-salt bath while stirring under argon. A 2.2N solution of n-butyllithium in hexane (0.36 mole) was added dropwise over a period of 30 minutes. The mixture was stirred for an additional 20 minutes and then cooled to -70° C. in a dry ice-acetone bath. The 4-hydroxybut-2(E)-ene-1-al tetrahydropyranyl ether (0.3 mole) in 225 ml of tetrahydrofuran was added dropwise over a period o... The reactants are CN(C)C=O, O=C(Cl)C(=O)Cl, O=C(O)c1ccc(=O)n(-c2c(Cl)cccc2Cl)c1, ClCCl. Product: O=C(Cl)c1ccc(=O)n(-c2c(Cl)cccc2Cl)c1. RXN SMILES: [CH3:25][N:26]([CH3:27])[CH:28]=[O:29].[Cl:19][C:20]([C:21]([Cl:22])=[O:23])=[O:24].[Cl:1][c:2]1[c:3](-[n:9]2[cH:10][c:11]([C:16](=[O:17])[OH:18])[cH:12][cH:13][c:14]2=[O:15])[c:4]([Cl:8])[cH:5][cH:6][cH:7]1.[Cl:30][CH2:31][Cl:32]>>[Cl:1][c:2]1[c:3](-[n:9]2[cH:10][c:11]([C:16](=[O:18])[Cl:19])[cH:12][cH:13][c:14]2=[O:15])[c:4]([Cl:8])[cH:5][cH:6][cH:7]1. The reactants are COC(=O)C1=CC2=C(N(C(=N2)NC=2SC3=C(N2)C=C(C(=C3)F)F)C)C=C1 (2-(5,6-difluoro-benzothiazol-2-ylamino)-1-methyl-1H-benzoimidazole-5-carboxylic acid methyl ester), [OH-].[Li+] (lithium hydroxide). Yields the product FC=1C(=CC2=C(N=C(S2)NC2=NC3=C(N2C)C=CC(=C3)C(=O)O)C1)F (2-(5,6-Difluoro-benzothiazol-2-ylamino)-1-methyl-1H-benzoimidazole-5-carboxylic acid). Yield: 47.6%. As a reaction SMILES: C[O:2][C:3]([C:5]1[CH:26]=[CH:25][C:8]2[N:9]([CH3:24])[C:10]([NH:12][C:13]3[S:14][C:15]4[CH:21]=[C:20]([F:22])[C:19]([F:23])=[CH:18][C:16]=4[N:17]=3)=[N:11][C:7]=2[CH:6]=1)=[O:4].[OH-].[Li+]>>[F:23][C:19]1[C:20]([F:22])=[CH:21][C:15]2[S:14][C:13]([NH:12][C:10]3[N:9]([CH3:24])[C:8]4[CH:25]=[CH:26][C:5]([C:3]([OH:4])=[O:2])=[CH:6][C:7]=4[N:11]=3)=[N:17][C:16]=2[CH:18]=1 |f:1.2|. Procedure: 2-(5,6-Difluoro-benzothiazol-2-ylamino)-1-methyl-1H-benzoimidazole-5-carboxylic acid (265 mg) was prepared by following General Procedure E starting from 2-(5,6-difluoro-benzothiazol-2-ylamino)-1-methyl-1H-benzoimidazole-5-carboxylic acid methyl ester (579 mg) and lithium hydroxide (260 mg). LC/MS: m/z 361.9. 1H NMR (DMSO-d6, 400 MHz): δ 12.75 (bs, 1H), 12.35 (bs, 1H), 8.15 (s, 1H), 7.96 (t, 1H), 7.85 (d, 1H), 7.57 (s, 1H), 7.48 (d, 1H), 3.62 (bs, 3H).